describe an organic reaction: reactants, conditions, products, and yield From a dataset of the Open Reaction Database (ORD), a public repository of structured organic reaction records. Reactants: [F-].[K+] (potassium fluoride), C(C)(=O)OCC (ethyl acetate), O (water), C(C1=CC=CC=C1)OC1=CC=C(OC=2C(=NC(=CN2)Cl)C#N)C=C1 (3-[4-(benzyloxy)phenoxy]-6-chloro-2-pyrazinecarbonitrile). Run in CS(=O)C (dimethyl sulfoxide). Conditions: temperature 105 celsius, time 3 hour. Yields the product C(C1=CC=CC=C1)OC1=CC=C(OC=2C(=NC(=CN2)F)C#N)C=C1 (3-[4-(benzyloxy)phenoxy]-6-fluoro-2-pyrazinecarbonitrile). The yield is 56.5%. As a reaction SMILES: [CH2:1]([O:8][C:9]1[CH:24]=[CH:23][C:12]([O:13][C:14]2[C:15]([C:21]#[N:22])=[N:16][C:17](Cl)=[CH:18][N:19]=2)=[CH:11][CH:10]=1)[C:2]1[CH:7]=[CH:6][CH:5]=[CH:4][CH:3]=1.[F-:25].[K+].C(OCC)(=O)C.O>CS(C)=O>[CH2:1]([O:8][C:9]1[CH:24]=[CH:23][C:12]([O:13][C:14]2[C:15]([C:21]#[N:22])=[N:16][C:17]([F:25])=[CH:18][N:19]=2)=[CH:11][CH:10]=1)[C:2]1[CH:7]=[CH:6][CH:5]=[CH:4][CH:3]=1 |f:1.2|. Procedure: In 70 ml of dimethyl sulfoxide was dissolved 3.50 g of 3-[4-(benzyloxy)phenoxy]-6-chloro-2-pyrazinecarbonitrile. After adding 3.01 g of potassium fluoride, the mixture was stirred at 100-110° C. for 3 hours. The reaction mixture was returned to room temperature and added to a mixture of 70 mL of ethyl acetate and 350 mL of water, and the organic layer was separated. The organic layer thus obtained was washed with saturated aqueous solution of sodium chloride and dried on anhydrous magnesium sulf... Starting materials: [OH-].[Na+] (NaOH), C(C)(=O)N1C(CC2=CC(=CC=C12)Cl)C(=O)N (1-acetyl-5-chloro-2,3-dihydro-1H-indole-2-carboxamide), C(=O)(O)[O-].[Na+] (NaHCO3). Solvent: Cl (HCl). Run at temperature 100 celsius. Yields the product C(CC)C=1N=C(NC1)[C@H]1NC2=CC=CC=C2C1 ((S)-2,3-dihydro-2-(4-propyl-1H-imidazol-2-yl)-1H-indole). RXN SMILES: C([N:4]1[C:12]2[C:7](=[CH:8][C:9](Cl)=[CH:10][CH:11]=2)[CH2:6][CH:5]1[C:14]([NH2:16])=O)(=O)C.[OH-].[Na+].C([O-])(O)=O.[Na+]>Cl>[CH2:6]([C:5]1[N:4]=[C:14]([C@@H:5]2[CH2:6][C:7]3[C:12](=[CH:11][CH:10]=[CH:9][CH:8]=3)[NH:4]2)[NH:16][CH:14]=1)[CH2:7][CH3:8] |f:1.2,3.4|. Reported procedure: Compound (8) (0.00170 mol) was dissolved in HCl, 6N (20 ml), and immediately warmed in an oil bath at 100° C. under nitrogen for 200 minutes. The heat was turned off, and the sample was cooled to 0° C. 3 N NaOH (35 ml) was slowly added. Basification was completed with saturated NaHCO3. The sample was extracted with chloroform. The combined organic phases were dried, filtered, and the resulting solution was used without further purification in further synthesis, yielding (S)-2,3-dihydro-2-(4-prop...